The task is: describe an organic reaction: reactants, conditions, products, and yield. This data is from the Open Reaction Database (ORD), a public repository of structured organic reaction records. Starting materials: Cl.NC1C(C2=CC=C(C=C2CC1)Br)=O (2-amino-6-bromo-3,4-dihydronaphthalen-1(2H)-one hydrochloride), C(C)(C)N(CC)C(C)C (diisopropylethylamine), C(CCCCC)(=O)Cl (hexanoyl chloride). Solvent: ClCCl (dichloromethane). Conditions: time 3 hour. The product is BrC=1C=C2CCC(C(C2=CC1)=O)NC(CCCCC)=O (N-(6-bromo-1-oxo-1,2,3,4-tetrahydronaphthalen-2-yl)hexanamide). Yield: 89.2%. Reaction SMILES: Cl.[NH2:2][CH:3]1[CH2:12][CH2:11][C:10]2[C:5](=[CH:6][CH:7]=[C:8]([Br:13])[CH:9]=2)[C:4]1=[O:14].C(N(C(C)C)CC)(C)C.[C:24](Cl)(=[O:30])[CH2:25][CH2:26][CH2:27][CH2:28][CH3:29]>ClCCl>[Br:13][C:8]1[CH:9]=[C:10]2[C:5](=[CH:6][CH:7]=1)[C:4](=[O:14])[CH:3]([NH:2][C:24](=[O:30])[CH2:25][CH2:26][CH2:27][CH2:28][CH3:29])[CH2:12][CH2:11]2 |f:0.1|. Reported procedure: To 2-amino-6-bromo-3,4-dihydronaphthalen-1(2H)-one hydrochloride (Preparation 82B, 1.1 g, 3.98 mmol) in dichloromethane (5 mL) was added diisopropylethylamine (1.737 mL, 9.94 mmol) at 0° C. under a nitrogen atmosphere. To the homogenous solution was added hexanoyl chloride (0.602 mL, 4.38 mmol) dropwise over a period of 3 min. The reaction mixture was allowed to come to room temperature (˜5 min.) and was stirred at room temperature for 3 h. The reaction mixture was partitioned between dichlorome... The reactants are ClC1=C(C(=O)C2=CC(=C(C(=C2)C(C)(C)C)O)C(C)(C)C)C=CC=N1 (4-(2-chloronicotinoyl)-2,6-di-tertiary butylphenol), C1(=CC=CC=C1)NN (phenylhydrazine). Solvent: N1=CC=CC=C1 (pyridine). Yields the product C1(=CC=CC=C1)NN=C(C1=C(N=CC=C1)Cl)C1=CC(=C(C(=C1)C(C)(C)C)O)C(C)(C)C (4-(2-chloronicotinoyl)-2,6-di-tertiary butylphenol phenylhydrazone). As a reaction SMILES: [Cl:1][C:2]1[N:24]=[CH:23][CH:22]=[CH:21][C:3]=1[C:4]([C:6]1[CH:11]=[C:10]([C:12]([CH3:15])([CH3:14])[CH3:13])[C:9]([OH:16])=[C:8]([C:17]([CH3:20])([CH3:19])[CH3:18])[CH:7]=1)=O.[C:25]1([NH:31][NH2:32])[CH:30]=[CH:29][CH:28]=[CH:27][CH:26]=1>N1C=CC=CC=1>[C:25]1([NH:31][N:32]=[C:4]([C:6]2[CH:11]=[C:10]([C:12]([CH3:15])([CH3:14])[CH3:13])[C:9]([OH:16])=[C:8]([C:17]([CH3:20])([CH3:19])[CH3:18])[CH:7]=2)[C:3]2[CH:21]=[CH:22][CH:23]=[N:24][C:2]=2[Cl:1])[CH:30]=[CH:29][CH:28]=[CH:27][CH:26]=1. Reported procedure: A solution of 7 g of 4-(2-chloronicotinoyl)-2,6-di-tertiary butylphenol and 2.4 g of phenylhydrazine in 40 ml of pyridine is refluxed for 7 hours. After the pyridine is distilled off under reduced pressure, to the residue is added water and the precipitated crystals are washed with water to give crude crystals of 4-(2-chloronicotinoyl)-2,6-di-tertiary butylphenol phenylhydrazone, melting at 181° C. with decomposition in an almost quantitative amount. Reactants: O.C1(=CC(O)=CC(C)=C1)O (Orcinol monohydrate), C1(=CC=CC2=CC=CC=C12)S(=O)(=O)Cl (1-naphthalenesulfonyl chloride). Solvent: C(=O)(O)[O-].[Na+] (NaHCO3), C(C)OCC (diethyl ether), O (water). Conditions: time 8 hour. Yields the product CC=1C=C(C=C(C1)O)OS(=O)(=O)C1=CC=CC2=CC=CC=C12 (5-Methyl-3-(1-naphthalenylsulfonyloxy)phenol). The yield is 68.4%. RXN SMILES: O.[C:2]1([OH:10])[CH:9]=[C:7]([CH3:8])[CH:6]=[C:4]([OH:5])[CH:3]=1.[C:11]1([S:21](Cl)(=[O:23])=[O:22])[C:20]2[C:15](=[CH:16][CH:17]=[CH:18][CH:19]=2)[CH:14]=[CH:13][CH:12]=1>C([O-])(O)=O.[Na+].C(OCC)C.O>[CH3:8][C:7]1[CH:9]=[C:2]([O:10][S:21]([C:11]2[C:20]3[C:15](=[CH:16][CH:17]=[CH:18][CH:19]=3)[CH:14]=[CH:13][CH:12]=2)(=[O:23])=[O:22])[CH:3]=[C:4]([OH:5])[CH:6]=1 |f:0.1,3.4|. Reported procedure: Orcinol monohydrate (1.42 g, 10.0 mmol) and 1-naphthalenesulfonyl chloride (2.27 g, 10.0 mmol) were mixed in saturated aqueous NaHCO3 (30 mL) and diethyl ether (30 mL). The biphasic mixture was stirred vigorously at ambient temperature overnight. The reaction mixture was diluted with water (50 mL) and extracted into ethyl acetate (3×50 mL). The organic phase was washed with brine (2×50 mL) and dried over Na2SO4. After removing the solvent in vacuo, the residue was purified by flash column chroma... Reactants: COc1cccc(Br)c1, [Li]CCCC, C1CCOC1, CC(C)O, O=Cc1ccc2c(c1)OCO2, O. The product is COc1cccc(C(O)c2ccc3c(c2)OCO3)c1. As a reaction SMILES: [Br:1][c:2]1[cH:3][c:4]([O:8][CH3:9])[cH:5][cH:6][cH:7]1.[CH2:10]([Li:11])[CH2:12][CH2:13][CH3:14].[CH2:30]1[O:31][CH2:32][CH2:33][CH2:34]1.[CH:26]([OH:27])([CH3:28])[CH3:29].[O:15]1[CH2:16][O:17][c:18]2[c:19]1[cH:20][cH:21][c:22]([CH:24]=[O:25])[cH:23]2.[OH2:35]>>[c:2]1([CH:24]([c:22]2[cH:21][cH:20][c:19]3[c:18]([cH:23]2)[O:17][CH2:16][O:15]3)[OH:25])[cH:3][c:4]([O:8][CH3:9])[cH:5][cH:6][cH:7]1. Starting materials: CCCCc1nc(Cl)c(C=O)n1Cc1ccc2nc(-c3ccccc3-c3nnn(C(c4ccccc4)(c4ccccc4)c4ccccc4)n3)ccc2c1, CO, Cl, [Na+], [OH-], O. Yields the product CCCCc1nc(Cl)c(C=O)n1Cc1ccc2nc(-c3ccccc3-c3nnn[nH]3)ccc2c1. As a reaction SMILES: [CH2:1]([CH2:2][CH2:3][CH3:4])[c:5]1[n:6]([CH2:13][c:14]2[cH:15][c:16]3[cH:17][cH:18][c:19](-[c:24]4[c:25](-[c:30]5[n:31][n:32][n:33]([C:35]([c:36]6[cH:37][cH:38][cH:39][cH:40][cH:41]6)([c:42]6[cH:43][cH:44][cH:45][cH:46][cH:47]6)[c:48]6[cH:49][cH:50][cH:51][cH:52][cH:53]6)[n:34]5)[cH:26][cH:27][cH:28][cH:29]4)[n:20][c:21]3[cH:22][cH:23]2)[c:7]([CH:11]=[O:12])[c:8]([Cl:10])[n:9]1.[CH3:58][OH:59].[ClH:54].[Na+:56].[OH-:55].[OH2:57]>>[CH2:1]([CH2:2][CH2:3][CH3:4])[c:5]1[n:6]([CH2:13][c:14]2[cH:15][c:16]3[cH:17][cH:18][c:19](-[c:24]4[c:25](-[c:30]5[n:31][n:32][n:33][nH:34]5)[cH:26][cH:27][cH:28][cH:29]4)[n:20][c:21]3[cH:22][cH:23]2)[c:7]([CH:11]=[O:12])[c:8]([Cl:10])[n:9]1. Reactants: C(#N)[BH3-].[Na+] (sodium cyanoborohydride), C(=O)(C(F)(F)F)O (TFA), C1[C@H](O)[C@H](O)CO1 (1,4-anhydroerythritol), I(=O)(=O)(=O)[O-].[Na+] (sodium periodate), FC1=C(C=CC=C1F)C=1C=NOC1C1=CNC2=NC=C(C=C21)C2=CCC(CC2)N (4-{3-[4-(2,3-difluoro-phenyl)-isoxazol-5-yl]-1H-pyrrolo [2,3-b]pyridin-5-yl}-cyclohex-3-enylamine). The solvent is CO (methanol), O (water). The product is FC1=C(C=CC=C1F)C=1C=NOC1C1=CNC2=NC=C(C=C21)C2=CCC(CC2)N2CCOCC2 (3-[4-(2,3-Difluoro-phenyl)-isoxazol-5-yl]-5-(4-morpholin-4-yl-cyclohex-1-enyl)-1H-pyrrolo[2,3-b]pyridine). The yield is 36.0%. As a reaction SMILES: [CH2:1]1[O:7][CH2:6][C@@H:4](O)[C@H:2]1O.I([O-])(=O)(=O)=O.[Na+].[F:14][C:15]1[C:20]([F:21])=[CH:19][CH:18]=[CH:17][C:16]=1[C:22]1[CH:23]=[N:24][O:25][C:26]=1[C:27]1[C:35]2[C:30](=[N:31][CH:32]=[C:33]([C:36]3[CH2:41][CH2:40][CH:39]([NH2:42])[CH2:38][CH:37]=3)[CH:34]=2)[NH:29][CH:28]=1.C([BH3-])#N.[Na+].C(O)(C(F)(F)F)=O>O.CO>[F:14][C:15]1[C:20]([F:21])=[CH:19][CH:18]=[CH:17][C:16]=1[C:22]1[CH:23]=[N:24][O:25][C:26]=1[C:27]1[C:35]2[C:30](=[N:31][CH:32]=[C:33]([C:36]3[CH2:41][CH2:40][CH:39]([N:42]4[CH2:2][CH2:1][O:7][CH2:6][CH2:4]4)[CH2:38][CH:37]=3)[CH:34]=2)[NH:29][CH:28]=1 |f:1.2,4.5|. Reported procedure: A solution of 1,4-anhydroerythritol (208 mg, 2 mmol) in water was treated with sodium periodate (400 mg, 4 mmol)for 12 h, transferred to a solution of 4-{3-[4-(2,3-difluoro-phenyl)-isoxazol-5-yl]-1H-pyrrolo [2,3-b]pyridin-5-yl}-cyclohex-3-enylamine (50 mg, 0.12 mmol) in methanol (5 ml). The resulting solution was treated with sodium cyanoborohydride. After the reaction was completed, TFA was added, and the mixture was concentrated and purified by HPLC to give the morpholine product (20 mg) in 36... Reactants: CC1CC(NC=2C(CC(=CC12)N)(C)C)=O (3,4-dihydro-4,8,8-trimethyl-6-amino-2-(1H)-quinolone), FC1=C(C=CC=C1)[N+](=O)[O-] (1-fluoro-2-nitrobenzene), C([O-])([O-])=O.[Na+].[Na+] (sodium carbonate). Yields the product CC1CC(NC=2C(CC(=CC12)NC1=C(C=CC=C1)[N+](=O)[O-])(C)C)=O (3,4-Dihydro-4,8,8-trimethyl-6-[(N-2-nitrophenyl)-amino]-2-(1H)-quinolone). As a reaction SMILES: [CH3:1][CH:2]1[C:11]2[CH:10]=[C:9]([NH2:12])[CH2:8][C:7]([CH3:14])([CH3:13])[C:6]=2[NH:5][C:4](=[O:15])[CH2:3]1.F[C:17]1[CH:22]=[CH:21][CH:20]=[CH:19][C:18]=1[N+:23]([O-:25])=[O:24].C(=O)([O-])[O-].[Na+].[Na+]>>[CH3:1][CH:2]1[C:11]2[CH:10]=[C:9]([NH:12][C:17]3[CH:22]=[CH:21][CH:20]=[CH:19][C:18]=3[N+:23]([O-:25])=[O:24])[CH2:8][C:7]([CH3:14])([CH3:13])[C:6]=2[NH:5][C:4](=[O:15])[CH2:3]1 |f:2.3.4|. Procedure: This compound, m.p. 205°14 211°, was prepared similarly to Preparation 20 using 3,4-dihydro-4,8,8-trimethyl-6-amino-2-(1H)-quinolone, 1-fluoro-2-nitrobenzene, and sodium carbonate as starting materials. Starting materials: [OH-].[K+] (KOH), CC1=CC=C(C(=O)C2=CC=CC=C2)C=C1 (4-methylbenzophenone), C(C)#N (acetonitrile), C(C)#N (acetonitrile). The product is CC1=CC=C(C=C1)C(=CC#N)C1=CC=CC=C1 (3-(4-Methylphenyl)-3-phenyl-2-propenonitrile). Isolated yield 78.0%. RXN SMILES: [OH-].[K+].[CH3:3][C:4]1[CH:17]=[CH:16][C:7]([C:8]([C:10]2[CH:15]=[CH:14][CH:13]=[CH:12][CH:11]=2)=O)=[CH:6][CH:5]=1.[C:18](#[N:20])[CH3:19]>>[CH3:3][C:4]1[CH:17]=[CH:16][C:7]([C:8]([C:10]2[CH:15]=[CH:14][CH:13]=[CH:12][CH:11]=2)=[CH:19][C:18]#[N:20])=[CH:6][CH:5]=1 |f:0.1|. Reported procedure: To a solution of 6.5 g (0.114 mol) of KOH in 70 mL of acetonitrile was added dropwise under argon a solution of 4-methylbenzophenone (22.5 g, 0.114 mol) in acetonitrile (45 mL). After the addition was complete, the reaction mixture was heated at reflux overnight. It was then allowed to cool, poured into ice and extracted with dichloromethane. The organic phase was dried and the solvent was removed to afford 30 g of a crude product that was chromatographed on silica gel (hexane-ethyl acetate mixt... The reactants are BrC=1C(=CC=C2C(=CNC12)C)COC1CN(CCC1C1=CC=C(C=C1)OCCCOCC1=C(C=CC=C1)OC)C(=O)OCC1=CC=CC=C1 (benzyl 3-(7-bromo-3-methyl-1H-indol-6-ylmethoxy)-4-{4-[3-(2-methoxybenzyloxy)propoxy]phenyl}piperidine-1-carboxylate), ClCCCOC (1-chloro-3-methoxypropane), C(O)([O-])=O.[Na+] (sodium hydrogencarbonate), [H-].[Na+] (sodium hydride). The reagents and catalysts are [I-].C(CCC)[N+](CCCC)(CCCC)CCCC (tetrabutylammonium iodide). The solvent is CN(C=O)C (N,N-dimethylformamide). Conditions: time 10 minute. The product is BrC=1C(=CC=C2C(=CN(C12)CCCOC)C)COC1CN(CCC1C1=CC=C(C=C1)OCCCOCC1=C(C=CC=C1)OC)C(=O)OCC1=CC=CC=C1 (Benzyl 3-[7-bromo-1-(3-methoxypropyl)-3-methyl-1H-indol-6-yl methoxy]-4-{4-[3-(2-methoxybenzyloxy)propoxy]phenyl}piperidine-1-carboxylate), SiO2. Reaction SMILES: [Br:1][C:2]1[C:3]([CH2:12][O:13][CH:14]2[CH:19]([C:20]3[CH:25]=[CH:24][C:23]([O:26][CH2:27][CH2:28][CH2:29][O:30][CH2:31][C:32]4[CH:37]=[CH:36][CH:35]=[CH:34][C:33]=4[O:38][CH3:39])=[CH:22][CH:21]=3)[CH2:18][CH2:17][N:16]([C:40]([O:42][CH2:43][C:44]3[CH:49]=[CH:48][CH:47]=[CH:46][CH:45]=3)=[O:41])[CH2:15]2)=[CH:4][CH:5]=[C:6]2[C:10]=1[NH:9][CH:8]=[C:7]2[CH3:11].[H-].[Na+].Cl[CH2:53][CH2:54][CH2:55][O:56][CH3:57].C(=O)([O-])O.[Na+]>CN(C)C=O.[I-].C([N+](CCCC)(CCCC)CCCC)CCC>[Br:1][C:2]1[C:3]([CH2:12][O:13][CH:14]2[CH:19]([C:20]3[CH:21]=[CH:22][C:23]([O:26][CH2:27][CH2:28][CH2:29][O:30][CH2:31][C:32]4[CH:37]=[CH:36][CH:35]=[CH:34][C:33]=4[O:38][CH3:39])=[CH:24][CH:25]=3)[CH2:18][CH2:17][N:16]([C:40]([O:42][CH2:43][C:44]3[CH:45]=[CH:46][CH:47]=[CH:48][CH:49]=3)=[O:41])[CH2:15]2)=[CH:4][CH:5]=[C:6]2[C:10]=1[N:9]([CH2:53][CH2:54][CH2:55][O:56][CH3:57])[CH:8]=[C:7]2[CH3:11] |f:1.2,4.5,7.8|. Reported procedure: The solution of 0.208 g benzyl 3-(7-bromo-3-methyl-1H-indol-6-ylmethoxy)-4-{4-[3-(2-methoxybenzyloxy)propoxy]phenyl}piperidine-1-carboxylate in 2.0 ml of N,N-dimethylformamide is cooled to 0° C., admixed with 0.023 g of sodium hydride dispersion (60%) and stirred over 10 minutes. The mixture is admixed successively with 0.126 ml of 1-chloro-3-methoxypropane and 0.011 g of tetrabutylammonium iodide and subsequently stirred at room temperature over 18 h. The reaction mixture is poured onto 1M sodi...